Dataset: the Open Reaction Database (ORD), a public repository of structured organic reaction records. Task: describe an organic reaction: reactants, conditions, products, and yield Reaction conditions: time 2 hour. As a reaction SMILES: [F:1][C:2]1[CH:12]=[CH:11][CH:10]=[C:9]([F:13])[C:3]=1[C:4]([N:6]=[C:7]=[O:8])=[O:5].[Cl:14][C:15]1[CH:37]=[C:36]([C:38]([F:41])([F:40])[F:39])[CH:35]=[CH:34][C:16]=1[O:17][C:18]1[CH:23]=[CH:22][C:21]([NH:24][S:25]N(C)C(=O)CCC)=[C:20]([F:33])[CH:19]=1>C1(C)C=CC=CC=1>[Cl:14][C:15]1[CH:37]=[C:36]([C:38]([F:40])([F:39])[F:41])[CH:35]=[CH:34][C:16]=1[O:17][C:18]1[CH:23]=[CH:22][C:21]([N:24]([C:7]([NH:6][C:4](=[O:5])[C:3]2[C:2]([F:1])=[CH:12][CH:11]=[CH:10][C:9]=2[F:13])=[O:8])[S:25][CH:3]([CH2:2][CH3:12])[C:4]([NH:6][CH3:7])=[O:5])=[C:20]([F:33])[CH:19]=1. The solvent is petroleum ether, C1(=CC=CC=C1)C (toluene), same solvent. Yields the product ClC1=C(OC2=CC(=C(C=C2)N(SC(C(=O)NC)CC)C(=O)NC(C2=C(C=CC=C2F)F)=O)F)C=CC(=C1)C(F)(F)F ([[4-[2-chloro-4-(trifluoromethyl)phenoxy]-2-fluorophenyl][[(2,6-difluorobenzoyl)amino]carbonyl]amino]thio-N-methylbutanamide). The reactants are FC1=C(C(=O)N=C=O)C(=CC=C1)F (2,6-difluorobenzoylisocyanate), ClC1=C(OC2=CC(=C(C=C2)NSN(C(CCC)=O)C)F)C=CC(=C1)C(F)(F)F (N-[[[4-[2-chloro-4-(trifluoromethyl)phenoxy]-2-fluorophenyl]amino]thio]-N-methylbutanamide). Reported procedure: A solution of 2.0 g of 2,6-difluorobenzoylisocyanate in 5 ml of a 1:1 v:v mixture of toluene and petroleum ether was added at room temperature over 30 minutes to a stirred solution of 4.4 g of 33 in 20 ml of the same solvent. After stirring at room temperature for 2 hours, the mixture was filtered, and the collected solid product was recrystallized from a mixture of diethyl ether and petroleum ether to give 36, as a white solid, m.p.: 136°-138° C. The reactants are C[Li] (Methyllithium), C1(=CC=CC=C1)CONC1(C=2C=CC(=NC2CCC1)OCC1=CC=CC=C1)C (N,2-bis(phenylmethoxy)-5,6,7,8-tetrahydro-5-methyl--5-quinolinamine). The solvent is O1CCCC1 (tetrahydrofuran). Reaction conditions: time 1 hour. Product: C1(=CC=CC=C1)CON(C1(C=2C=CC(=NC2CCC1)OCC1=CC=CC=C1)C)C (N,2-Bis(phenylmethoxy)-5,6,7,8-tetrahydro-N,5-dimethyl-5-quinolinamine). The yield is 65.0%. As a reaction SMILES: [CH3:1][Li].[C:3]1([CH2:9][O:10][NH:11][C:12]2([CH3:30])[CH2:21][CH2:20][CH2:19][C:18]3[N:17]=[C:16]([O:22][CH2:23][C:24]4[CH:29]=[CH:28][CH:27]=[CH:26][CH:25]=4)[CH:15]=[CH:14][C:13]2=3)[CH:8]=[CH:7][CH:6]=[CH:5][CH:4]=1>O1CCCC1>[C:3]1([CH2:9][O:10][N:11]([CH3:1])[C:12]2([CH3:30])[CH2:21][CH2:20][CH2:19][C:18]3[N:17]=[C:16]([O:22][CH2:23][C:24]4[CH:29]=[CH:28][CH:27]=[CH:26][CH:25]=4)[CH:15]=[CH:14][C:13]2=3)[CH:4]=[CH:5][CH:6]=[CH:7][CH:8]=1. Reported procedure: Methyllithium (1.4M in diethyl ether, 37.7 ml) was added dropwise over 20 min to a solution of N,2-bis(phenylmethoxy)-5,6,7,8-tetrahydro-5-methyl--5-quinolinamine (18.1 g) and tetrahydrofuran (20 ml) at -78° C. The mixture was allowed to warm to room temperature over 2 hrs and was stirred at room temperature for an additional 1 hr. The solution was quenched with saturated ammonium chloride solution and extracted with ethyl acetate. The combined organic layers were washed with brine, dried over a... The reactants are N (ammonia), solution, C(C)N1CCOC2=C1C=C(C=C2)O (4-Ethyl-3,4-dihydro-2H-benzo[1,4]oxazin-6-ol), F[B-](F)(F)F.[N+](=O)([O-])C1=CC=C(C=C1)[N+]#N (p-Nitrobenzenediazonium tetrafluoroborate). The solvent is S(O)(O)(=O)=O (sulfuric acid). Product: C(C)N1CCOC2=C1C=C(C(=C2)N=NC2=CC=C(C=C2)[N+](=O)[O-])O (4-Ethyl-7-(4-nitro-phenylazo)-3,4-dihydro-2H-benzo[1,4]oxazin-6-ol). RXN SMILES: F[B-](F)(F)F.[N+:6]([C:9]1[CH:14]=[CH:13][C:12]([N+:15]#[N:16])=[CH:11][CH:10]=1)([O-:8])=[O:7].[CH2:17]([N:19]1[C:24]2[CH:25]=[C:26]([OH:29])[CH:27]=[CH:28][C:23]=2[O:22][CH2:21][CH2:20]1)[CH3:18].N>S(=O)(=O)(O)O>[CH2:17]([N:19]1[C:24]2[CH:25]=[C:26]([OH:29])[C:27]([N:16]=[N:15][C:12]3[CH:11]=[CH:10][C:9]([N+:6]([O-:8])=[O:7])=[CH:14][CH:13]=3)=[CH:28][C:23]=2[O:22][CH2:21][CH2:20]1)[CH3:18] |f:0.1|. Procedure details: p-Nitrobenzenediazonium tetrafluoroborate (0.251 g, 1.06 mmol) was dissolved in 10% sulfuric acid (10 ml) and added to a methanolic solution (10 ml) of 50a (0.19 g, 1.06 mmol). The solution turned red immediately. The reaction mixture was neutralized with ammonia. The red precipitate was filtered to give quantitative yield of the product. ES-HRMS [M−H]− 327.1428. Calcd for (C16H15N4O4): 327.1094. Reactants: CNC(=O)[C@H]1[C@H](CCC1)NC1=NC(=NC=C1Cl)Cl (cis-2-(2,5-Dichloro-pyrimidin-4-ylamino)-cyclopentanecarboxylic acid methylamide), COCCN1CCC2=C(CC1)C=C(C=C2)N (3-(2-methoxy-ethyl)-2,3,4,5-tetrahydro-1H-benzo[d]azepin-7-ylamine), C12(C(=O)CC(CC1)C2(C)C)CS(=O)(=O)O (camphorsulfonic acid). The solvent is C(C)(C)O (isopropanol). Conditions: temperature 120 celsius. The product is CNC(=O)[C@H]1[C@H](CCC1)NC1=NC(=NC=C1Cl)NC1=CC2=C(CCN(CC2)CCOC)C=C1 (cis-2-{5-Chloro-2-[3-(2-methoxy-ethyl)-2,3,4,5-tetrahydro-1H-benzo[d]azepin-7-ylamino]-pyrimidin-4-ylamino}-cyclopentanecarboxylic acid methylamide). Isolated yield 52.9%. RXN SMILES: [CH3:1][NH:2][C:3]([C@@H:5]1[CH2:9][CH2:8][CH2:7][C@@H:6]1[NH:10][C:11]1[C:16]([Cl:17])=[CH:15][N:14]=[C:13](Cl)[N:12]=1)=[O:4].[CH3:19][O:20][CH2:21][CH2:22][N:23]1[CH2:29][CH2:28][C:27]2[CH:30]=[C:31]([NH2:34])[CH:32]=[CH:33][C:26]=2[CH2:25][CH2:24]1.C12(CS(O)(=O)=O)C(C)(C)C(CC1)CC2=O>C(O)(C)C>[CH3:1][NH:2][C:3]([C@@H:5]1[CH2:9][CH2:8][CH2:7][C@@H:6]1[NH:10][C:11]1[C:16]([Cl:17])=[CH:15][N:14]=[C:13]([NH:34][C:31]2[CH:32]=[CH:33][C:26]3[CH2:25][CH2:24][N:23]([CH2:22][CH2:21][O:20][CH3:19])[CH2:29][CH2:28][C:27]=3[CH:30]=2)[N:12]=1)=[O:4]. Reported procedure: cis-2-(2,5-Dichloro-pyrimidin-4-ylamino)-cyclopentanecarboxylic acid methylamide (60 mg, 0.208 mmol), 3-(2-methoxy-ethyl)-2,3,4,5-tetrahydro-1H-benzo[d]azepin-7-ylamine (46 mg, 0.208 mmol) and camphorsulfonic acid (72 mg, 0.312 mmol) were combined in 2 mL isopropanol and heated at 120° C. in microwave for a total of 75 min. The reaction was concentrated to be taken up in dichloromethane and washed with saturated sodium bicarbonate solution (2×30 mL). The organic layer was dried over MgSO4 and fi... Starting materials: BrC(Br)(Br)Br, CC(C)(C)OC(=O)N1CCCC1C=O, ClCCl, c1ccc(P(c2ccccc2)c2ccccc2)cc1. Product: CC(C)(C)OC(=O)N1CCCC1C=C(Br)Br. Reaction SMILES: [C:20]([Br:21])([Br:22])([Br:23])[Br:24].[C:25]([CH3:26])([CH3:27])([CH3:28])[O:29][C:30](=[O:31])[N:32]1[CH:33]([CH:34]=[O:35])[CH2:36][CH2:37][CH2:38]1.[CH2:39]([Cl:40])[Cl:41].[c:1]1([P:2]([c:3]2[cH:4][cH:5][cH:6][cH:7][cH:8]2)[c:9]2[cH:10][cH:11][cH:12][cH:13][cH:14]2)[cH:15][cH:16][cH:17][cH:18][cH:19]1>>[C:20]([Br:21])([Br:24])=[CH:34][CH:33]1[N:32]([C:30]([O:29][C:25]([CH3:26])([CH3:27])[CH3:28])=[O:31])[CH2:38][CH2:37][CH2:36]1. Starting materials: O=C([O-])O, Cc1ccc([N+](=O)[O-])cc1N, CCOC(C)=O, CO, Clc1cc(Cl)ncn1, [Na+]. Product: Cc1ccc([N+](=O)[O-])cc1Nc1cc(Cl)ncn1. As a reaction SMILES: [C:20](=[O:21])([O-:22])[OH:23].[CH3:1][c:2]1[c:3]([NH2:4])[cH:5][c:6]([N+:9](=[O:10])[O-:11])[cH:7][cH:8]1.[CH3:25][CH2:26][O:27][C:28](=[O:29])[CH3:30].[CH3:31][OH:32].[Cl:12][c:13]1[n:14][cH:15][n:16][c:17]([Cl:19])[cH:18]1.[Na+:24]>>[CH3:1][c:2]1[c:3]([NH:4][c:17]2[n:16][cH:15][n:14][c:13]([Cl:12])[cH:18]2)[cH:5][c:6]([N+:9](=[O:10])[O-:11])[cH:7][cH:8]1. The reactants are compound, FC1=C(C=CC(=C1)OC(C)=O)C(=O)OCC(CC)CC (2-fluoro-4-acetoxy-1-(2-ethylbutyloxy)carbonylbenzene), C(C1=CC=CC=C1)N (benzylamine). The solvent is C(C)O (ethanol), CCOCC (ether). Conditions: time 1 day. The product is FC1=C(C=CC(=C1)O)C(=O)OCC(CC)CC (2-fluoro-4-hydroxy-1-(2-ethylbutyloxy)carbonylbenzene). Isolated yield 95.0%. RXN SMILES: [F:1][C:2]1[CH:7]=[C:6]([O:8]C(=O)C)[CH:5]=[CH:4][C:3]=1[C:12]([O:14][CH2:15][CH:16]([CH2:19][CH3:20])[CH2:17][CH3:18])=[O:13].C(N)C1C=CC=CC=1>C(O)C.CCOCC>[F:1][C:2]1[CH:7]=[C:6]([OH:8])[CH:5]=[CH:4][C:3]=1[C:12]([O:14][CH2:15][CH:16]([CH2:19][CH3:20])[CH2:17][CH3:18])=[O:13]. Reported procedure: 9.3 Grams (0.036 mol) of the compound prepared in the above (1) was dissolved in 250 ml of ethanol, and 7.7 g (0.0772 mol) of benzylamine was dropwise added. Further, the mixture was stirred at room temperature for 1 day, then diluted with 300 ml of ether, consecutively washed with diluted hydrochloric acid and with water, and dried over magnesium sulfate. The solvent was distilled off, and the residue was purified for isolation with a silica gel column chromatograph to give an end product in th... The reactants are CS(=O)(=O)OCCC(NC(=O)N1CC=2N=C(N=CC2CC1)NC(C)C)C1=CC(=C(C=C1)Cl)F (3-(4-chloro-3-fluorophenyl)-3-(2-(isopropylamino)-5,6,7,8-tetrahydropyrido[3,4-d]pyrimidine-7-carboxamido)propyl methanesulfonate), CN (methylamine). Run in C1CCOC1 (THF). Run at temperature 45 celsius, time 1 hour. Product: ClC1=C(C=C(C=C1)C(CCNC)NC(=O)N1CC=2N=C(N=CC2CC1)NC(C)C)F (N-(1-(4-chloro-3-fluorophenyl)-3-(methylamino)propyl)-2-(isopropylamino)-5,6-dihydropyrido[3,4-d]pyrimidine-7(8H)-carboxamide). RXN SMILES: CS(O[CH2:6][CH2:7][CH:8]([C:26]1[CH:31]=[CH:30][C:29]([Cl:32])=[C:28]([F:33])[CH:27]=1)[NH:9][C:10]([N:12]1[CH2:21][CH2:20][C:19]2[CH:18]=[N:17][C:16]([NH:22][CH:23]([CH3:25])[CH3:24])=[N:15][C:14]=2[CH2:13]1)=[O:11])(=O)=O.[CH3:34][NH2:35]>C1COCC1>[Cl:32][C:29]1[CH:30]=[CH:31][C:26]([CH:8]([NH:9][C:10]([N:12]2[CH2:21][CH2:20][C:19]3[CH:18]=[N:17][C:16]([NH:22][CH:23]([CH3:25])[CH3:24])=[N:15][C:14]=3[CH2:13]2)=[O:11])[CH2:7][CH2:6][NH:35][CH3:34])=[CH:27][C:28]=1[F:33]. Procedure: To a solution of 310 (0.059 g, 0.12 mmol) and THF (3 mL) was added methylamine (0.092 g, 1.2 mmol, 40% aqueous solution) and the reaction was stirred at 45° C. for 1 h. The solution was concentrated, poured into water and extracted with DCM. The combined organic extracts were dried (MgSO4), filtered and concentrated in vacuo. The crude product was purified by SiO2 chromatography eluting with DCM/MeOH (500:30) to afford 3 mg (5.8%) of I-78: MS m/z (APCI-pos) M+1=435.